From a dataset of the Open Reaction Database (ORD), a public repository of structured organic reaction records. describe an organic reaction: reactants, conditions, products, and yield Starting materials: CCCCO, Cc1ccccc1N, COc1cccc2c(Cl)c(CCCl)c(C)nc12, Cl. Yields the product COc1cccc2c3c(c(C)nc12)CCN3c1ccccc1C. As a reaction SMILES: [CH2:27]([OH:28])[CH2:29][CH2:30][CH3:31].[CH3:19][c:20]1[c:21]([NH2:22])[cH:23][cH:24][cH:25][cH:26]1.[CH3:1][c:2]1[n:3][c:4]2[c:5]([O:16][CH3:17])[cH:6][cH:7][cH:8][c:9]2[c:10]([Cl:15])[c:11]1[CH2:12][CH2:13][Cl:14].[ClH:18]>>[CH3:1][c:2]1[n:3][c:4]2[c:5]([O:16][CH3:17])[cH:6][cH:7][cH:8][c:9]2[c:10]2[c:11]1[CH2:12][CH2:13][N:22]2[c:21]1[c:20]([CH3:19])[cH:26][cH:25][cH:24][cH:23]1.